Dataset: the Open Reaction Database (ORD), a public repository of structured organic reaction records. Task: describe an organic reaction: reactants, conditions, products, and yield Starting materials: OC1=C(N(S(C2=C1C=CC1=CC=CC=C12)(=O)=O)C)C(=O)NC1=NOC(=C1)C (4-Hydroxy-2-methyl-N-(5-methyl-3-isoxazolyl)-2H-naphtho [2,1-e]-1,2-thiazine-3-carboxamide-1,1-dioxide), CN1S(C2=C(C(=C1C(=O)Cl)N1CCCC1)C=CC1=CC=CC=C12)(=O)=O (2-methyl-4-(1-pyrrolidyl)-2H-naphtho[2,1-e]-1,2-thiazine- 3-carboxylic acid chloride-1,1-dioxide), NC1=NOC(=C1)C (3-amino-5-methylisoxazole). Yields the product OC1=C(N(S(C2=C1C=CC1=CC=CC=C12)(=O)=O)C)C(=O)NC=1SC=CN1 (4-Hydroxy-2-methyl-N-(2-thiazolyl)-2H-naphtho[2,1-e]-1,2-thiazine-3-carboxamide-1,1-dioxide). Reaction SMILES: [OH:1][C:2]1[C:7]2[CH:8]=[CH:9][C:10]3[C:15]([C:6]=2[S:5](=[O:17])(=[O:16])[N:4]([CH3:18])[C:3]=1[C:19]([NH:21][C:22]1C=C(C)O[N:23]=1)=[O:20])=[CH:14][CH:13]=[CH:12][CH:11]=3.CN1C(C(Cl)=O)=C(N2CCCC2)[C:32]2C=CC3C([C:31]=2[S:30]1(=O)=O)=CC=CC=3.NC1C=C(C)ON=1>>[OH:1][C:2]1[C:7]2[CH:8]=[CH:9][C:10]3[C:15]([C:6]=2[S:5](=[O:17])(=[O:16])[N:4]([CH3:18])[C:3]=1[C:19]([NH:21][C:22]1[S:30][CH:31]=[CH:32][N:23]=1)=[O:20])=[CH:14][CH:13]=[CH:12][CH:11]=3. Procedure: 4-Hydroxy-2-methyl-N-(5-methyl-3-isoxazolyl)-2H-naphtho [2,1-e]-1,2-thiazine-3-carboxamide-1,1-dioxide, m.p. 235° C, from 2-methyl-4-(1-pyrrolidyl)-2H-naphtho[2,1-e]-1,2-thiazine- 3-carboxylic acid chloride-1,1-dioxide and 3-amino-5-methylisoxazole. Reactants: COC1=C(C=CC=C1)N1C(N(C2=NC(=NC=C2C1)NC1=CC=CC=C1)C)=O (3-(2-methoxyphenyl)-7-anilino-3,4-dihydro-1-methylpyrimido[4,5-d]pyrimidin-2(1H)-one). The solvent is Br (hydrobromic acid). Product: N(C1=CC=CC=C1)C1=NC=C2C(=N1)N(C(N(C2)C2=C(C=CC=C2)O)=O)C (7-anilino-3,4-dihydro-3-(2-hydroxyphenyl)-1-methylpyrimido[4,5-d]pyrimidin-2(1H)-one). Yield: 82.3%. RXN SMILES: C[O:2][C:3]1[CH:8]=[CH:7][CH:6]=[CH:5][C:4]=1[N:9]1[CH2:18][C:17]2[C:12](=[N:13][C:14]([NH:19][C:20]3[CH:25]=[CH:24][CH:23]=[CH:22][CH:21]=3)=[N:15][CH:16]=2)[N:11]([CH3:26])[C:10]1=[O:27]>Br>[NH:19]([C:14]1[N:13]=[C:12]2[N:11]([CH3:26])[C:10](=[O:27])[N:9]([C:4]3[CH:5]=[CH:6][CH:7]=[CH:8][C:3]=3[OH:2])[CH2:18][C:17]2=[CH:16][N:15]=1)[C:20]1[CH:25]=[CH:24][CH:23]=[CH:22][CH:21]=1. Procedure details: A solution of 50 mg (0.14 mmol) of 3-(2-methoxyphenyl)-7-anilino-3,4-dihydro-1-methylpyrimido[4,5-d]pyrimidin-2(1H)-one in 15 ml of 48% aqueous hydrobromic acid was heated at reflux for 1 hour. The mixture was cooled and evaporated and the residue was triturated in hexane. The resultant solid was filtered off and dried to give 40 mg (82%) of 7-anilino-3,4-dihydro-3-(2-hydroxyphenyl)-1-methylpyrimido[4,5-d]pyrimidin-2(1H)-one as an off-white solid of melting point 192° C. The reactants are O=C(Cl)c1ccccc1, CCC1c2cc(F)ccc2-c2ccccc2N1S(=O)(=O)c1ccc(O)cc1, ClCCl, c1ccncc1. Product: CCC1c2cc(F)ccc2-c2ccccc2N1S(=O)(=O)c1ccc(OC(=O)c2ccccc2)cc1. RXN SMILES: [C:34]([c:35]1[cH:36][cH:37][cH:38][cH:39][cH:40]1)(=[O:41])[Cl:42].[CH2:1]([CH3:2])[CH:3]1[N:4]([S:18](=[O:19])(=[O:20])[c:21]2[cH:22][cH:23][c:24]([OH:27])[cH:25][cH:26]2)[c:5]2[cH:6][cH:7][cH:8][cH:9][c:10]2-[c:11]2[cH:12][cH:13][c:14]([F:17])[cH:15][c:16]21.[Cl:43][CH2:44][Cl:45].[cH:28]1[cH:29][cH:30][n:31][cH:32][cH:33]1>>[CH2:1]([CH3:2])[CH:3]1[N:4]([S:18](=[O:19])(=[O:20])[c:21]2[cH:22][cH:23][c:24]([O:27][C:34]([c:35]3[cH:36][cH:37][cH:38][cH:39][cH:40]3)=[O:41])[cH:25][cH:26]2)[c:5]2[cH:6][cH:7][cH:8][cH:9][c:10]2-[c:11]2[cH:12][cH:13][c:14]([F:17])[cH:15][c:16]21. Starting materials: COC(CC=1C(=NN(C1C)CC1=CC=C(C=C1)NC(=O)C=1OC2=C(C1C)C=C(C=C2)F)C)=O ((1-{4-[(5-fluoro-3-methylbenzofuran-2-carbonyl)amino]benzyl}-3,5-dimethyl-1H-pyrazol-4-yl)acetic acid methyl ester), [OH-].[Na+] (NaOH), Cl (hydrochloric acid). Solvent: O (water), O1CCOCC1.O (dioxane water). Conditions: time 24 hour. The product is FC=1C=CC2=C(C(=C(O2)C(=O)NC2=CC=C(CN3N=C(C(=C3C)CC(=O)O)C)C=C2)C)C1 ((1-{4-[(5-Fluoro-3-methylbenzofuran-2-carbonyl)amino]benzyl}-3,5-dimethyl-1H-pyrazol-4-yl)acetic acid). Isolated yield 85.3%. RXN SMILES: C[O:2][C:3](=[O:33])[CH2:4][C:5]1[C:6]([CH3:32])=[N:7][N:8]([CH2:11][C:12]2[CH:17]=[CH:16][C:15]([NH:18][C:19]([C:21]3[O:22][C:23]4[CH:30]=[CH:29][C:28]([F:31])=[CH:27][C:24]=4[C:25]=3[CH3:26])=[O:20])=[CH:14][CH:13]=2)[C:9]=1[CH3:10].[OH-].[Na+].Cl>O1CCOCC1.O.O>[F:31][C:28]1[CH:29]=[CH:30][C:23]2[O:22][C:21]([C:19]([NH:18][C:15]3[CH:16]=[CH:17][C:12]([CH2:11][N:8]4[C:9]([CH3:10])=[C:5]([CH2:4][C:3]([OH:33])=[O:2])[C:6]([CH3:32])=[N:7]4)=[CH:13][CH:14]=3)=[O:20])=[C:25]([CH3:26])[C:24]=2[CH:27]=1 |f:1.2,4.5|. Procedure: To a solution of [1-(4-aminobenzyl)-3,5-dimethyl-1H-pyrazol-4-yl]acetic acid methyl ester (400 mg, 1.46 mmol) in 5 mL dichloromethane are added diisopropylethylamine (1.5 mL, 8.8 mmol) and 5-fluoro-3-methyl-1-benzofuran-2-carboxylic acid (369 mg, 1.9 mmol). After stiffing at room temperature for 10 minutes a 50% solution of 1-propylphosphonic acid cyclic anhydride in ethyl acetate (1.725 mL, 2.93 mmol) is added with cooling and the mixture is stirred at room temperature for 12 hours. The solvent... Reactants: COC1(C(CN(CC1)C1=C(C=C(C=C1)N1C(O[C@@H](C1)CN=[N+]=[N-])=O)F)F)OC ((S)-{3-[4-(4,4-dimethoxy-3-fluoropiperidin-1-yl)-3-fluorophenyl]-2-oxo-oxazolidin-5-ylmethyl}-azide). Reagents/catalysts: [Pd] (palladium on carbon). Run in C(C)(=O)OCC (ethyl acetate). Reaction conditions: time 10 hour. The product is COC1(C(CN(CC1)C1=C(C=C(C=C1)N1C(O[C@H](C1)CN)=O)F)F)OC ((S)-{3-[4-(4,4-dimethoxy-3-fluoropiperidin-1-yl)-3-fluorophenyl]-2-oxo-oxazolidin-5-ylmethyl}-amine). Isolated yield 76.0%. RXN SMILES: [CH3:1][O:2][C:3]1([O:27][CH3:28])[CH2:8][CH2:7][N:6]([C:9]2[CH:14]=[CH:13][C:12]([N:15]3[CH2:19][C@@H:18]([CH2:20][N:21]=[N+]=[N-])[O:17][C:16]3=[O:24])=[CH:11][C:10]=2[F:25])[CH2:5][CH:4]1[F:26]>[Pd].C(OCC)(=O)C>[CH3:28][O:27][C:3]1([O:2][CH3:1])[CH2:8][CH2:7][N:6]([C:9]2[CH:14]=[CH:13][C:12]([N:15]3[CH2:19][C@H:18]([CH2:20][NH2:21])[O:17][C:16]3=[O:24])=[CH:11][C:10]=2[F:25])[CH2:5][CH:4]1[F:26]. Procedure: The suspension of (S)-{3-[4-(4,4-dimethoxy-3-fluoropiperidin-1-yl)-3-fluorophenyl]-2-oxo-oxazolidin-5-ylmethyl}-azide (25.2 mmol) and 10% palladium on carbon (1.0 g) was in ethyl acetate (150 ml) was stirred at a room temperature under hydrogen atmosphere for 10 hours. The reaction mixture was filtered and the filtrate was concentrated to give a residue, which was purified on silica gel column chromatography to provide title compound in 76% yield. Starting materials: CN1CCCC1=O, NC1CN(c2cnc(Cl)c(Cl)c2)CC1CO, [Na+], [OH-], O=S(Cl)Cl. Yields the product Clc1cc(N2CC3CNC3C2)cnc1Cl. RXN SMILES: [CH3:23][N:24]1[CH2:25][CH2:26][CH2:27][C:28]1=[O:29].[NH2:1][CH:2]1[CH:3]([CH2:15][OH:16])[CH2:4][N:5]([c:7]2[cH:8][n:9][c:10]([Cl:14])[c:11]([Cl:13])[cH:12]2)[CH2:6]1.[Na+:22].[OH-:21].[S:17]([Cl:18])([Cl:19])=[O:20]>>[NH:1]1[CH:2]2[CH:3]([CH2:4][N:5]([c:7]3[cH:8][n:9][c:10]([Cl:14])[c:11]([Cl:13])[cH:12]3)[CH2:6]2)[CH2:15]1. The reactants are COC1=CC=C(C=C1)CSC=1NC(=C(C(N1)C1=CC(=CC=C1)[N+](=O)[O-])C(=O)OCC)C (1,4-dihydro-2-[[(4-methoxyphenyl)methyl]thio]-6-methyl-4-(3-nitrophenyl)-5-pyrimidinecarboxylic acid, ethyl ester), ClCCl (dichloromethane), ClCCl (dichloromethane), N1=CC=CC=C1 (pyridine), C(C1=CC=C(C=C1)OC)(=O)Cl (p-anisoyl chloride), ClCCl (dichloromethane). Run in C(C)(=O)OCC.CCCCCC (ethyl acetate hexane). Conditions: time 16 hour. Yields the product COC1=CC=C(C=C1)CSC=1N(C(C(=C(N1)C)C(=O)OCC)C1=CC(=CC=C1)[N+](=O)[O-])C(=O)C1=CC=C(C=C1)OC (1,6-Dihydro-2-[[(4-methoxyphenyl)methyl]thio]-4-methyl-6-(3-nitrophenyl)-1-[(4-methoxyphenyl)carbonyl]-5-pyrimidinecarboxylic acid, ethyl ester). RXN SMILES: [CH3:1][O:2][C:3]1[CH:8]=[CH:7][C:6]([CH2:9][S:10][C:11]2[NH:12][C:13]([CH3:31])=[C:14]([C:26]([O:28][CH2:29][CH3:30])=[O:27])[CH:15]([C:17]3[CH:22]=[CH:21][CH:20]=[C:19]([N+:23]([O-:25])=[O:24])[CH:18]=3)[N:16]=2)=[CH:5][CH:4]=1.ClCCl.N1C=CC=CC=1.[C:41](Cl)(=[O:50])[C:42]1[CH:47]=[CH:46][C:45]([O:48][CH3:49])=[CH:44][CH:43]=1>C(OCC)(=O)C.CCCCCC>[CH3:1][O:2][C:3]1[CH:8]=[CH:7][C:6]([CH2:9][S:10][C:11]2[N:16]([C:41]([C:42]3[CH:47]=[CH:46][C:45]([O:48][CH3:49])=[CH:44][CH:43]=3)=[O:50])[CH:15]([C:17]3[CH:22]=[CH:21][CH:20]=[C:19]([N+:23]([O-:25])=[O:24])[CH:18]=3)[C:14]([C:26]([O:28][CH2:29][CH3:30])=[O:27])=[C:13]([CH3:31])[N:12]=2)=[CH:5][CH:4]=1 |f:4.5|. Procedure: A solution of 1.5 g. (0.0034 mole) of 1,4-dihydro-2-[[(4-methoxyphenyl)methyl]thio]-6-methyl-4-(3-nitrophenyl)-5-pyrimidinecarboxylic acid, ethyl ester in 10 ml. of dichloromethane containing 0.6 ml. (0.0074 mole) of pyridine is treated gradually with a solution of 0.70 g (0.0041 mole) of p-anisoyl chloride in 10 ml. of dichloromethane. After stirring for 16 hours at room temperature, dichloromethane is added and the solution is washed with water, 1N hydrochloric acid, sodium bicarbonate and bri... Starting materials: CC=1C=C2C=CC(=CC2=CC1)C(CN1C=NC=C1)O (1-[2-(6-methyl-2-naphthyl)-2-hydroxyethyl]imidazole), IC (iodomethane), CN(P(=O)(N(C)C)N(C)C)C (hexamethylphosphoramide), [H-].[Na+] (sodium hydride). Run in O (water). Conditions: time 1 hour. Yields the product CC=1C=C2C=CC(=CC2=CC1)C(CN1C=NC=C1)OC (1-[2-(6-methyl-2-naphthyl)-2-(methoxy)ethyl]imidazole). As a reaction SMILES: [CH3:1][C:2]1[CH:3]=[C:4]2[C:9](=[CH:10][CH:11]=1)[CH:8]=[C:7]([CH:12]([OH:19])[CH2:13][N:14]1[CH:18]=[CH:17][N:16]=[CH:15]1)[CH:6]=[CH:5]2.[CH3:20]N(C)P(N(C)C)(N(C)C)=O.[H-].[Na+].IC>O>[CH3:1][C:2]1[CH:3]=[C:4]2[C:9](=[CH:10][CH:11]=1)[CH:8]=[C:7]([CH:12]([O:19][CH3:20])[CH2:13][N:14]1[CH:18]=[CH:17][N:16]=[CH:15]1)[CH:6]=[CH:5]2 |f:2.3|. Procedure: To a solution of 2.38 g. of 1-[2-(6-methyl-2-naphthyl)-2-hydroxyethyl]imidazole in 40 ml. of hexamethylphosphoramide under nitrogen is added 480 mg. of a 56% dispersion of sodium hydride in mineral oil. After stirring for 1 hour at room temperature, the temperature is adjusted to 50° C. and stirring is continued for 1 to 2 hours. The reaction mixture is then cooled to about 5° C. and 0.74 ml. of iodomethane is added dropwise. Thereafter, the solution is stirred at 5° to 10° C. for 1 hour, at roo...